This data is from the Open Reaction Database (ORD), a public repository of structured organic reaction records. The task is: describe an organic reaction: reactants, conditions, products, and yield Starting materials: CC(C)=C (isobutylene), glass, C(Cl)Cl (methylene chloride), methyl and t-butyl ester, C1CCOC1 (THF), bicyclo[2.2.1]hept-5-ene-exo,exo-2,3 dicarboxylic acid diethyl ester, t-butylester, C12C=CC(CC1)C2 (norbornene), C12C=CC(CC1)C2 (norbornene), C(Cl)Cl (methylene chloride), polystyrene, glass, Teflon, CO (methanol), C(Cl)Cl (methylene chloride). Reagents/catalysts: F[Sb-](F)(F)(F)(F)F.[Ag+] (silver hexafluoroantimonate), [CH2-]C=C.[CH2-]C=C.Cl[Pd+].Cl[Pd+] (allylpalladium chloride dimer), [CH2-]C=C.[CH2-]C=C.Cl[Pd+].Cl[Pd+] (allylpalladium chloride dimer), F[Sb-](F)(F)(F)(F)F.[Ag+] (silver hexafluoroantimonate). Conditions: time 16 hour. Yields the product C12C=CC(C(C1)C(=O)O)C2 (5-norbornene-carboxylic acid). Reaction SMILES: [CH:1]12[CH2:7][CH:4]([CH2:5][CH2:6]1)[CH:3]=[CH:2]2.C(Cl)Cl.C[OH:12].CC(=C)C.C1[CH2:21][O:20]CC1>[CH2-]C=C.[CH2-]C=C.Cl[Pd+].Cl[Pd+].F[Sb-](F)(F)(F)(F)F.[Ag+]>[CH:1]12[CH2:7][CH:4]([CH:5]([C:21]([OH:20])=[O:12])[CH2:6]1)[CH:3]=[CH:2]2 |f:5.6.7.8,9.10|. Reported procedure: To a 25 ml glass vial equipped with a Teflon® coated stir bar was added 3.06 g (12.8 mmole) of pure of bicyclo[2.2.1]hept-5-ene-exo,exo-2,3-dicarboxylic acid diethyl ester, 2.5 g (12.8 mmole) of t-butylester of norbornene, followed by 15 ml of freshly distilled methylene chloride and 10 ml of methanol, and the solution was degassed under argon atmosphere. A 10 ml glass vial equipped with a Teflon® coated stir bar was charged with 0.0188 g (0.052 mmol) of allylpalladium chloride dimer (to give a ... The reactants are NC1=NC2(COC1)c1cc(Br)ccc1Oc1cnc(Cl)cc12, OB(O)c1cccnc1F, [K+], [K+], [K+], O=P([O-])([O-])[O-]. Yields the product NC1=NC2(COC1)c1cc(-c3cccnc3F)ccc1Oc1cnc(Cl)cc12. Reaction SMILES: [Br:1][c:2]1[cH:3][c:4]2[c:14]([cH:15][cH:16]1)[O:13][c:7]1[c:6]([cH:11][c:10]([Cl:12])[n:9][cH:8]1)[C:5]21[CH2:17][O:18][CH2:19][C:20]([NH2:22])=[N:21]1.[F:23][c:24]1[n:25][cH:26][cH:27][cH:28][c:29]1[B:30]([OH:31])[OH:32].[K+:38].[K+:39].[K+:40].[P:33]([O-:34])([O-:35])([O-:36])=[O:37]>>[c:2]1(-[c:29]2[c:24]([F:23])[n:25][cH:26][cH:27][cH:28]2)[cH:3][c:4]2[c:14]([cH:15][cH:16]1)[O:13][c:7]1[c:6]([cH:11][c:10]([Cl:12])[n:9][cH:8]1)[C:5]21[CH2:17][O:18][CH2:19][C:20]([NH2:22])=[N:21]1. Reactants: [Br-] (bromide), O=S1(OC2=C(CC1C)C=CC=C2)=O (3,4-dihydro-2,2-dioxo-3-methyl-1,2-benzoxathiine), C(C)(=O)[O-].[Na+] (sodium acetate), II (iodine). The solvent is C(C)(=O)O (acetic acid). Conditions: temperature 40 celsius, time 24 hour. Product: BrC=1C=CC2=C(CC(SO2)C)C1 (6-Bromo-3,4-dihydro-3-methyl-1,2-benzoxathiine). Reaction SMILES: [Br-:1].O=[S:3]1(=O)[CH:8]([CH3:9])[CH2:7][C:6]2[CH:10]=[CH:11][CH:12]=[CH:13][C:5]=2[O:4]1.C([O-])(=O)C.[Na+].II>C(O)(=O)C>[Br:1][C:11]1[CH:12]=[CH:13][C:5]2[O:4][S:3][CH:8]([CH3:9])[CH2:7][C:6]=2[CH:10]=1 |f:2.3|. Procedure: 6.7 g of bromide are added dropwise to a mixture of 7.92 g of 3,4-dihydro-2,2-dioxo-3-methyl-1,2-benzoxathiine, 6.5 g of sodium acetate, 0.1 g of iodine and 60 ml of glacial acetic acid, which is then stirred for 24 hours at a temperature of 40° C. The mixture is concentrated and taken up with a mixture of water and ethyl acetate. The organic phase is separated, twice washed with an aqueous solution of sodium hydrogen-carbonate, dried and evaporated. The oily residue is introduced into the follo...